This data is from the Open Reaction Database (ORD), a public repository of structured organic reaction records. The task is: describe an organic reaction: reactants, conditions, products, and yield The reactants are N#Cc1ncc(Br)cc1[N+](=O)[O-], O, O=S(=O)(O)O. Yields the product NC(=O)c1ncc(Br)cc1[N+](=O)[O-]. Reaction SMILES: [Br:1][c:2]1[cH:3][c:4]([N+:10](=[O:11])[O-:12])[c:5]([C:8]#[N:9])[n:6][cH:7]1.[OH2:13].[S:14](=[O:15])(=[O:16])([OH:17])[OH:18]>>[Br:1][c:2]1[cH:3][c:4]([N+:10](=[O:11])[O-:12])[c:5]([C:8]([NH2:9])=[O:13])[n:6][cH:7]1. Reactants: C(C)OC(C(C(=O)OCC)C)=O (Methyl-malonic acid diethyl ester), [H-].[Na+] (sodium hydride), BrCCCCCCCCCOCC1=CC=CC=C1 ((9-bromo-nonyloxymethyl)-benzene). Solvent: C1CCOC1 (THF), C1CCOC1 (THF), CCOCC (ether), O (water). Yields the product C(C)OC(C(C(=O)OCC)(C)CCCCCCCCCOCC1=CC=CC=C1)=O (2-(9-benzyloxy-nonyl)-2-methyl-malonic acid diethyl ester). Yield: 95.7%. RXN SMILES: [CH2:1]([O:3][C:4](=[O:12])[CH:5]([CH3:11])[C:6]([O:8][CH2:9][CH3:10])=[O:7])[CH3:2].[H-].[Na+].Br[CH2:16][CH2:17][CH2:18][CH2:19][CH2:20][CH2:21][CH2:22][CH2:23][CH2:24][O:25][CH2:26][C:27]1[CH:32]=[CH:31][CH:30]=[CH:29][CH:28]=1>C1COCC1.CCOCC.O>[CH2:1]([O:3][C:4](=[O:12])[C:5]([CH2:16][CH2:17][CH2:18][CH2:19][CH2:20][CH2:21][CH2:22][CH2:23][CH2:24][O:25][CH2:26][C:27]1[CH:28]=[CH:29][CH:30]=[CH:31][CH:32]=1)([CH3:11])[C:6]([O:8][CH2:9][CH3:10])=[O:7])[CH3:2] |f:1.2|. Procedure details: Methyl-malonic acid diethyl ester (0.850 ml, 4.99 mmol) was added to a suspension of sodium hydride (55% oily suspension, 139.5 mg, 3.197 mmol) in THF (0.8 ml) over seven minutes under ice-cooling, and the mixture was stirred until foaming was terminated at room temperature (for about 25 minutes). A solution of (9-bromo-nonyloxymethyl)-benzene (593 mg, 1.89 mmol) in THF (0.12 ml) was added to the reaction solution at room temperature over 15 minutes, and the mixture was then stirred at 90° C. fo...